Dataset: the Open Reaction Database (ORD), a public repository of structured organic reaction records. Task: describe an organic reaction: reactants, conditions, products, and yield Starting materials: O=C(C=Cc1ccccc1)N1CCN(CCCl)CC1, CCOC(=O)c1c(C)cc2[nH]c(=O)n(-c3ccccc3C(F)(F)F)c(=O)c2c1C, CN(C)C=O, [H-], [Na+]. Product: CCOC(=O)c1c(C)cc2c(c1C)c(=O)n(-c1ccccc1C(F)(F)F)c(=O)n2CCN1CCN(C(=O)C=Cc2ccccc2)CC1. As a reaction SMILES: [C:32]([CH:33]=[CH:34][c:35]1[cH:36][cH:37][cH:38][cH:39][cH:40]1)(=[O:41])[N:42]1[CH2:43][CH2:44][N:45]([CH2:48][CH2:49][Cl:50])[CH2:46][CH2:47]1.[CH2:3]([CH3:4])[O:5][C:6](=[O:7])[c:8]1[c:9]([CH3:31])[c:10]2[c:11](=[O:30])[n:12](-[c:20]3[c:21]([C:26]([F:27])([F:28])[F:29])[cH:22][cH:23][cH:24][cH:25]3)[c:13](=[O:19])[nH:14][c:15]2[cH:16][c:17]1[CH3:18].[CH3:51][N:52]([CH3:53])[CH:54]=[O:55].[H-:1].[Na+:2]>>[CH2:3]([CH3:4])[O:5][C:6](=[O:7])[c:8]1[c:9]([CH3:31])[c:10]2[c:11](=[O:30])[n:12](-[c:20]3[c:21]([C:26]([F:27])([F:28])[F:29])[cH:22][cH:23][cH:24][cH:25]3)[c:13](=[O:19])[n:14]([CH2:49][CH2:48][N:45]3[CH2:44][CH2:43][N:42]([C:32]([CH:33]=[CH:34][c:35]4[cH:36][cH:37][cH:38][cH:39][cH:40]4)=[O:41])[CH2:47][CH2:46]3)[c:15]2[cH:16][c:17]1[CH3:18]. Reported procedure: A stream of ozonized oxygen was bubbled through a cold (−78° C.) solution of 5,11-dihydro-11-ethyl-5-methyl-8-(2-propenyl)-6H-dipyrido[3,2-b:2′,3′-e][1,4]diazepin-6-one 1g (22.19 g, 75.4 mmol) in CH2Cl2 (150 mL) and MeOH (150 mL) for 2.5 h. A stream of N2 was next bubbled through the solution for 15 min and then solid NaBH4 (4.99 g, 132 mmol) was added to the solution. The reaction mixture was allowed to warm to room temperature. After 1 h, aqueous saturated NH4Cl (200 mL) was added and the mixt... As a reaction SMILES: [O:1]=O.[CH2:3]([N:5]1[C:11]2[N:12]=[CH:13][C:14]([CH2:16][CH:17]=C)=[CH:15][C:10]=2[C:9](=[O:19])[N:8]([CH3:20])[C:7]2[CH:21]=[CH:22][CH:23]=[N:24][C:6]1=2)[CH3:4].[BH4-].[Na+].[NH4+].[Cl-]>C(Cl)Cl.CO>[CH2:3]([N:5]1[C:11]2[N:12]=[CH:13][C:14]([CH2:16][CH2:17][OH:1])=[CH:15][C:10]=2[C:9](=[O:19])[N:8]([CH3:20])[C:7]2[CH:21]=[CH:22][CH:23]=[N:24][C:6]1=2)[CH3:4] |f:2.3,4.5|. Solvent: C(Cl)Cl (CH2Cl2), CO (MeOH). Isolated yield 72.0%. The product is C(C)N1C2=C(N(C(C3=C1N=CC(=C3)CCO)=O)C)C=CC=N2 (5,11-Dihydro-11-ethyl-8-(2-hydroxyethyl)-5-methyl-6H-dipyrido[3,2-b:2′,3′-e][1,4]diazepin-6-one). Conditions: time 1 hour. Starting materials: O=O (oxygen), C(C)N1C2=C(N(C(C3=C1N=CC(=C3)CC=C)=O)C)C=CC=N2 (5,11-dihydro-11-ethyl-5-methyl-8-(2-propenyl)-6H-dipyrido[3,2-b:2′,3′-e][1,4]diazepin-6-one), [NH4+].[Cl-] (NH4Cl), [BH4-].[Na+] (NaBH4). Reactants: NC1=C(C=C(C=C1C(F)(F)F)C(CNC1CC1)=O)Cl (4'-amino-3'-chloro-2-cyclopropylamino-5'-trifluoromethyl-acetophenone), [BH4-].[Na+] (sodium borohydride). Yields the product NC1=C(C=C(C=C1C(F)(F)F)C(CNC1CC1)O)Cl (1-(4'-Amino-3'-chloro-5'-trifluoromethyl-phenyl)-2-cyclopropylamino-ethanol). As a reaction SMILES: [NH2:1][C:2]1[C:7]([C:8]([F:11])([F:10])[F:9])=[CH:6][C:5]([C:12](=[O:18])[CH2:13][NH:14][CH:15]2[CH2:17][CH2:16]2)=[CH:4][C:3]=1[Cl:19].[BH4-].[Na+]>>[NH2:1][C:2]1[C:7]([C:8]([F:9])([F:10])[F:11])=[CH:6][C:5]([CH:12]([OH:18])[CH2:13][NH:14][CH:15]2[CH2:16][CH2:17]2)=[CH:4][C:3]=1[Cl:19] |f:1.2|. Procedure: m.p. 138°-139° C., was prepared from 4'-amino-3'-chloro-2-cyclopropylamino-5'-trifluoromethyl-acetophenone and sodium borohydride analogous to Example 1. The reactants are COC(=O)c1cc(Cl)ccc1NC(=O)COCC(=O)O, Nc1ccc(F)c(-c2ccoc2)c1. The product is COC(=O)c1cc(Cl)ccc1NC(=O)COCC(=O)Nc1ccc(F)c(-c2ccoc2)c1. RXN SMILES: [Cl:14][c:15]1[cH:16][c:17]([C:30](=[O:31])[O:32][CH3:33])[c:18]([NH:21][C:22]([CH2:23][O:24][CH2:25][C:26](=[O:27])[OH:28])=[O:29])[cH:19][cH:20]1.[F:1][c:2]1[c:3](-[c:9]2[cH:10][o:11][cH:12][cH:13]2)[cH:4][c:5]([NH2:6])[cH:7][cH:8]1>>[F:1][c:2]1[c:3](-[c:9]2[cH:10][o:11][cH:12][cH:13]2)[cH:4][c:5]([NH:6][C:26]([CH2:25][O:24][CH2:23][C:22]([NH:21][c:18]2[c:17]([C:30](=[O:31])[O:32][CH3:33])[cH:16][c:15]([Cl:14])[cH:20][cH:19]2)=[O:29])=[O:27])[cH:7][cH:8]1. Reactants: CC1=CC=C(CN2C=CC3=CC=C(C=C23)[C@H]2[C@H](OCC3=CC=CC=C3)[C@@H](OCC3=CC=CC=C3)[C@H](OCC3=CC=CC=C3)[C@H](O2)COCC2=CC=CC=C2)C=C1 (1-[1-(4-methylbenzyl)-1H-indol-6-yl]-1-deoxy-2,3,4,6-tetra-O-benzyl-β-D-glucopyranose). Reagents/catalysts: [C].[Pd] (palladium-carbon). Run in O1CCCC1 (tetrahydrofuran), CO (methanol). The product is CC1=CC=C(CN2C=CC3=CC=C(C=C23)[C@H]2[C@H](O)[C@@H](O)[C@H](O)[C@H](O2)CO)C=C1 (1-[1-(4-Methylbenzyl)-1H-indol-6-yl]-1-deoxy-β-D-glucopyranose). As a reaction SMILES: [CH3:1][C:2]1[CH:56]=[CH:55][C:5]([CH2:6][N:7]2[C:15]3[C:10](=[CH:11][CH:12]=[C:13]([C@@H:16]4[O:45][C@H:44]([CH2:46][O:47]CC5C=CC=CC=5)[C@@H:35]([O:36]CC5C=CC=CC=5)[C@H:26]([O:27]CC5C=CC=CC=5)[C@H:17]4[O:18]CC4C=CC=CC=4)[CH:14]=3)[CH:9]=[CH:8]2)=[CH:4][CH:3]=1>O1CCCC1.CO.[C].[Pd]>[CH3:1][C:2]1[CH:3]=[CH:4][C:5]([CH2:6][N:7]2[C:15]3[C:10](=[CH:11][CH:12]=[C:13]([C@@H:16]4[O:45][C@H:44]([CH2:46][OH:47])[C@@H:35]([OH:36])[C@H:26]([OH:27])[C@H:17]4[OH:18])[CH:14]=3)[CH:9]=[CH:8]2)=[CH:55][CH:56]=1 |f:3.4|. Procedure details: A solution of 1-[1-(4-methylbenzyl)-1H-indol-6-yl]-1-deoxy-2,3,4,6-tetra-O-benzyl-β-D-glucopyranose and 10% palladium-carbon powder (0.12 g) in tetrahydrofuran (3 mL) and methanol (3 mL) was stirred at room temperature for 1 hour under a hydrogen atmosphere. The insoluble material was removed by filtration, and the filtrate was concentrated under reduced pressure. The residue was purified by column chromatography on silica gel (eluent: dichloromethane/methanol=10/1) to give the title compound (0...